This data is from the Open Reaction Database (ORD), a public repository of structured organic reaction records. The task is: describe an organic reaction: reactants, conditions, products, and yield Procedure: cis-4-[4,5-Bis-(4-chloro-phenyl)-2-(4-ethoxy-2-methylsulfanyl-pyrimidin-5-yl)-4,5-dihydro-imidazole-1-carbonyl chloride (example 12) was reacted with N,N-dimethyl-2-piperazin-1-yl-acetamide (Oakwood Products) to give cis-2-{4-[4,5-bis-(4-chloro-phenyl)-2-(4-ethoxy-2-methylsulfanyl-pyrimidin-5-yl)-4,5-dihydro-imidazole-1-carbonyl]-piperazin-1-yl}-N,N-dimethyl-acetamide in an analogous manner as described in example 1. HR-MS (ES, m/z) calculated for C31H36N7O3SCl2 [(M+H)+] 656.1972, observed 656.1... Reactants: ClC1=CC=C(C=C1)C1N=C(N(C1C1=CC=C(C=C1)Cl)C(=O)Cl)C=1C(=NC(=NC1)SC)OCC (4,5-Bis-(4-chloro-phenyl)-2-(4-ethoxy-2-methylsulfanyl-pyrimidin-5-yl)-4,5-dihydro-imidazole-1-carbonyl chloride), CN(C(CN1CCNCC1)=O)C (N,N-dimethyl-2-piperazin-1-yl-acetamide). The product is ClC1=CC=C(C=C1)[C@@H]1N=C(N([C@@H]1C1=CC=C(C=C1)Cl)C(=O)N1CCN(CC1)CC(=O)N(C)C)C=1C(=NC(=NC1)SC)OCC (cis-2-{4-[4,5-bis-(4-chloro-phenyl)-2-(4-ethoxy-2-methylsulfanyl-pyrimidin-5-yl)-4,5-dihydro-imidazole-1-carbonyl]-piperazin-1-yl}-N,N-dimethyl-acetamide). As a reaction SMILES: [Cl:1][C:2]1[CH:7]=[CH:6][C:5]([CH:8]2[CH:12]([C:13]3[CH:18]=[CH:17][C:16]([Cl:19])=[CH:15][CH:14]=3)[N:11]([C:20](Cl)=[O:21])[C:10]([C:23]3[C:24]([O:31][CH2:32][CH3:33])=[N:25][C:26]([S:29][CH3:30])=[N:27][CH:28]=3)=[N:9]2)=[CH:4][CH:3]=1.[CH3:34][N:35]([CH3:45])[C:36](=[O:44])[CH2:37][N:38]1[CH2:43][CH2:42][NH:41][CH2:40][CH2:39]1>>[Cl:1][C:2]1[CH:3]=[CH:4][C:5]([C@H:8]2[C@@H:12]([C:13]3[CH:18]=[CH:17][C:16]([Cl:19])=[CH:15][CH:14]=3)[N:11]([C:20]([N:41]3[CH2:40][CH2:39][N:38]([CH2:37][C:36]([N:35]([CH3:45])[CH3:34])=[O:44])[CH2:43][CH2:42]3)=[O:21])[C:10]([C:23]3[C:24]([O:31][CH2:32][CH3:33])=[N:25][C:26]([S:29][CH3:30])=[N:27][CH:28]=3)=[N:9]2)=[CH:6][CH:7]=1. Reactants: FC=1C(=NC=CC1)C=1C=CC=2N(N1)C(=NC2)NC=2C=NC=CC2N2[C@H]([C@H](CCC2)NC(OC(C)(C)C)=O)C (tert-butyl ((2S,3S)-1-(3-((2-(3-fluoropyridin-2-yl)imidazo[1,5-b]pyridazin-7-yl)amino)pyridin-4-yl)-2-methylpiperidin-3-yl)carbamate), N(=C=S)C=1C=NC=CC1N1C([C@H](CCC1)NC(OC(C)(C)C)=O)C (tert-butyl ((3S)-1-(3-isothiocyanatopyridin-4-yl)-2-methylpiperidin-3-yl)carbamate), FC=1C(=NC=CC1)C=1C=CC=2N(N1)C(=NC2)NC=2C=NC=CC2N2[C@@H]([C@H](CCC2)NC(OC(C)(C)C)=O)C (tert-butyl ((2R,3S)-1-(3-((2-(3-fluoropyridin-2-yl)imidazo[1,5-b]pyridazin-7-yl)amino)pyridin-4-yl)-2-methylpiperidin-3-yl)carbamate), P(C)(C)C (PMe3), N(=C=S)C=1C=NC=CC1N1C[C@H](C[C@H](C1)C)NC(OC(C)(C)C)=O (tert-butyl ((cis)-1-(3-isothiocyanatopyridin-4-yl)-5-methylpiperidin-3-yl)carbamate). Run in C1CCOC1 (THF), C1CCOC1 (THF). Reaction conditions: time 15 minute. The product is FC=1C(=NC=CC1)C=1C=CC=2N(N1)C(=NC2)NC=2C=NC=CC2N2C([C@H](CCC2)NC(OC(C)(C)C)=O)C (tert-butyl ((3S)-1-(3-((2-(3-fluoropyridin-2-yl)imidazo[1,5-b]pyridazin-7-yl)amino)pyridin-4-yl)-2-methylpiperidin-3-yl)carbamate). As a reaction SMILES: [F:1][C:2]1[C:3]([C:8]2[CH:9]=[CH:10][C:11]3[N:12]([C:14]([NH:17][C:18]4[CH:19]=[N:20][CH:21]=[CH:22][C:23]=4[N:24]4[CH2:29][CH2:28][CH2:27][C@H:26]([NH:30][C:31](=[O:37])[O:32][C:33]([CH3:36])([CH3:35])[CH3:34])[C@@H:25]4[CH3:38])=[N:15][CH:16]=3)[N:13]=2)=[N:4][CH:5]=[CH:6][CH:7]=1.FC1C(C2C=CC3N(C(NC4C=NC=CC=4N4CCC[C@H](NC(=O)OC(C)(C)C)[C@H]4C)=NC=3)N=2)=NC=CC=1.P(C)(C)C.N(C1C=NC=CC=1N1C[C@H](C)C[C@H](NC(=O)OC(C)(C)C)C1)=C=S.N(C1C=NC=CC=1N1CCC[C@H](NC(=O)OC(C)(C)C)C1C)=C=S>C1COCC1>[F:1][C:2]1[C:3]([C:8]2[CH:9]=[CH:10][C:11]3[N:12]([C:14]([NH:17][C:18]4[CH:19]=[N:20][CH:21]=[CH:22][C:23]=4[N:24]4[CH2:29][CH2:28][CH2:27][C@H:26]([NH:30][C:31](=[O:37])[O:32][C:33]([CH3:35])([CH3:34])[CH3:36])[CH:25]4[CH3:38])=[N:15][CH:16]=3)[N:13]=2)=[N:4][CH:5]=[CH:6][CH:7]=1. Reported procedure: tert-butyl ((2S,3S)-1-(3-((2-(3-fluoropyridin-2-yl)imidazo[1,5-b]pyridazin-7-yl)amino)pyridin-4-yl)-2-methylpiperidin-3-yl)carbamate (first eluting diastereomer) and tert-butyl ((2R,3S)-1-(3-((2-(3-fluoropyridin-2-yl)imidazo[1,5-b]pyridazin-7-yl)amino)pyridin-4-yl)-2-methylpiperidin-3-yl)carbamate (second eluting diastereomer). PMe3 (0.86 mL of 1.0 M solution in THF, 0.86 mmol) was added drop wise to a solution of 3-(azidomethyl)-6-(3-fluoropyridin-2-yl)pyridazine (Preparation XXVIII, 190 mg, 0....